This data is from the Open Reaction Database (ORD), a public repository of structured organic reaction records. The task is: describe an organic reaction: reactants, conditions, products, and yield The reactants are C1CCOC1, Clc1nc(Cl)c2[nH]cnc2n1, OCC1CCOCC1, CC(C)OC(=O)N=NC(=O)OC(C)C, c1ccc(P(c2ccccc2)c2ccccc2)cc1. The product is Clc1nc(Cl)c2ncn(CC3CCOCC3)c2n1. As a reaction SMILES: [CH2:53]1[O:54][CH2:55][CH2:56][CH2:57]1.[Cl:9][c:10]1[n:11][c:12]([Cl:19])[c:13]2[nH:14][cH:15][n:16][c:17]2[n:18]1.[O:1]1[CH2:2][CH2:3][CH:4]([CH2:7][OH:8])[CH2:5][CH2:6]1.[O:39]=[C:40]([O:41][CH:42]([CH3:43])[CH3:44])[N:45]=[N:46][C:47]([O:48][CH:49]([CH3:50])[CH3:51])=[O:52].[c:20]1([P:21]([c:22]2[cH:23][cH:24][cH:25][cH:26][cH:27]2)[c:28]2[cH:29][cH:30][cH:31][cH:32][cH:33]2)[cH:34][cH:35][cH:36][cH:37][cH:38]1>>[O:1]1[CH2:2][CH2:3][CH:4]([CH2:7][n:16]2[cH:15][n:14][c:13]3[c:12]([Cl:19])[n:11][c:10]([Cl:9])[n:18][c:17]32)[CH2:5][CH2:6]1.